This data is from the Open Reaction Database (ORD), a public repository of structured organic reaction records. The task is: describe an organic reaction: reactants, conditions, products, and yield As a reaction SMILES: [CH3:16][OH:17].[Na+:15].[OH-:14].[OH2:18].[s:1]1[cH:2][cH:3][c:4]2[cH:5][n:6][c:7]([C:10](=[O:11])[O:12][CH3:13])[cH:8][c:9]12>>[s:1]1[cH:2][cH:3][c:4]2[cH:5][n:6][c:7]([C:10](=[O:11])[OH:12])[cH:8][c:9]12. Product: O=C(O)c1cc2sccc2cn1. Reactants: CO, [Na+], [OH-], O, COC(=O)c1cc2sccc2cn1. Reactants: compound ( A ), ClCC(=O)NC=1C(=C(C(=O)O)C(=CC1I)I)I (3-[(2-chloro-1-oxoethyl)amino]-2,4,6-triiodobenzoic acid), N1CCNCCNCCNCC1 (1,4,7,10-tetraazacyclododecane). The solvent is CC#N (CH3CN), CC#N (CH3CN). The product is C(=O)(O)C=1C(=C(C(=CC1I)I)NC(CN1CCNCCNCCNCC1)=O)I (N-(3-carboxy-2,4,6-triiodophenyl)-1,4,7,10-tetraazacyclododecane-1-acetamide). Isolated yield 90.5%. RXN SMILES: [NH:1]1[CH2:12][CH2:11][NH:10][CH2:9][CH2:8][NH:7][CH2:6][CH2:5][NH:4][CH2:3][CH2:2]1.Cl[CH2:14][C:15]([NH:17][C:18]1[C:19]([I:29])=[C:20]([C:24]([I:28])=[CH:25][C:26]=1[I:27])[C:21]([OH:23])=[O:22])=[O:16]>CC#N>[C:21]([C:20]1[C:19]([I:29])=[C:18]([NH:17][C:15](=[O:16])[CH2:14][N:1]2[CH2:12][CH2:11][NH:10][CH2:9][CH2:8][NH:7][CH2:6][CH2:5][NH:4][CH2:3][CH2:2]2)[C:26]([I:27])=[CH:25][C:24]=1[I:28])([OH:23])=[O:22]. Reported procedure: To a solution of 143.9 g of 1,4,7,10-tetraazacyclododecane (product commercially available) (0.84 mol) in 1000 ml of CH3CN under reflux, a suspension of 50 g of compound (A) 3-[(2-chloro-1-oxoethyl)amino]-2,4,6-triiodobenzoic acid (0.084 mol) in 500 ml of CH3CN is added during 1 h. The mixture is kept under reflux for 24 h, yielding a solid precipitation. The reaction mixture is filtered and the solid is purified by chromatography on silica gel. 55 g of N-(3-carboxy-2,4,6-triiodophenyl)-1,4,7,10... Reactants: [H-].[Na+] (sodium hydride), C1(=CC=CC=C1)C(N1CC(C1)(CNC(C(F)(F)F)=O)C)C1=CC=CC=C1 (1-diphenylmethyl-3-methyl-3-trifluoroacetylaminomethylazetidine), C(C)I (ethyl iodide). Solvent: O1CCOCC1 (dioxane), CN(C=O)C (dimethylformamide). Conditions: time 2 hour. Product: C1(=CC=CC=C1)C(N1CC(C1)(CN(CC)C(C(F)(F)F)=O)C)C1=CC=CC=C1 (1-diphenylmethyl-3-methyl-3-[N-(ethyl)trifluoroacetylaminomethyl]azetidine). Isolated yield 78.3%. As a reaction SMILES: [H-].[Na+].[C:3]1([CH:9]([C:23]2[CH:28]=[CH:27][CH:26]=[CH:25][CH:24]=2)[N:10]2[CH2:13][C:12]([CH3:22])([CH2:14][NH:15][C:16](=[O:21])[C:17]([F:20])([F:19])[F:18])[CH2:11]2)[CH:8]=[CH:7][CH:6]=[CH:5][CH:4]=1.[CH2:29](I)[CH3:30]>O1CCOCC1.CN(C)C=O>[C:23]1([CH:9]([C:3]2[CH:4]=[CH:5][CH:6]=[CH:7][CH:8]=2)[N:10]2[CH2:13][C:12]([CH3:22])([CH2:14][N:15]([C:16](=[O:21])[C:17]([F:18])([F:19])[F:20])[CH2:29][CH3:30])[CH2:11]2)[CH:28]=[CH:27][CH:26]=[CH:25][CH:24]=1 |f:0.1|. Procedure: 0.16 g (3.6 mmol) of 55% strength sodium hydride is added to a solution of 1.3 g (3.6 mmol) of 1-diphenylmethyl-3-methyl-3-trifluoroacetylaminomethylazetidine in 40 ml of dioxane and 10 ml of dimethylformamide, and the mixture is stirred for two hours at 60°-70° C. The solution is cooled to room temperature, 0.73 g (4.6 mmol) of ethyl iodide is added, the mixture is stirred for 4 hours at 70° C. and evaporated to dryness, the residue is dissolved with chloroform, the organic phase is washed with...